This data is from the Open Reaction Database (ORD), a public repository of structured organic reaction records. The task is: describe an organic reaction: reactants, conditions, products, and yield The reactants are CCOC(=O)c1cc2c(S)cccc2n1Cc1ccc(Cl)c(Cl)c1, [H-], [Na+], CN(C)C=O, OCCCBr. The product is CCOC(=O)c1cc2c(SCCCO)cccc2n1Cc1ccc(Cl)c(Cl)c1. As a reaction SMILES: [Cl:3][c:4]1[cH:5][c:6]([CH2:7][n:8]2[c:9]([C:18](=[O:19])[O:20][CH2:21][CH3:22])[cH:10][c:11]3[c:12]([SH:17])[cH:13][cH:14][cH:15][c:16]23)[cH:23][cH:24][c:25]1[Cl:26].[H-:1].[Na+:2].[O:32]=[CH:33][N:34]([CH3:35])[CH3:36].[OH:27][CH2:28][CH2:29][CH2:30][Br:31]>>[Cl:3][c:4]1[cH:5][c:6]([CH2:7][n:8]2[c:9]([C:18](=[O:19])[O:20][CH2:21][CH3:22])[cH:10][c:11]3[c:12]([S:17][CH2:30][CH2:29][CH2:28][OH:27])[cH:13][cH:14][cH:15][c:16]23)[cH:23][cH:24][c:25]1[Cl:26]. Reactants: C(C1=CC=CC=C1)OCC(=O)N(C)C1=CC=C(C=C1)NC=1N=C(C2=C(N1)NC=C2)NC2CC2 (2-benzyloxy N-(4-(4-(cyclopropylamino)-7H-pyrrolo[2,3-d]pyrimidin-2-ylamino)phenyl)-N-methylacetamide). The reagents and catalysts are [Pd] (Pd/C). Run in CCO (EtOH). Run at time 15 hour. Yields the product C1(CC1)NC=1C2=C(N=C(N1)NC1=CC=C(C=C1)N(C(CO)=O)C)NC=C2 (N-(4-(4-(cyclopropylamino)-7H-pyrrolo[2,3-d]pyrimidin-2-ylamino)phenyl)-2-hydroxy-N-methylacetamide). Reaction SMILES: C([O:8][CH2:9][C:10]([N:12]([C:14]1[CH:19]=[CH:18][C:17]([NH:20][C:21]2[N:22]=[C:23]([NH:30][CH:31]3[CH2:33][CH2:32]3)[C:24]3[CH:29]=[CH:28][NH:27][C:25]=3[N:26]=2)=[CH:16][CH:15]=1)[CH3:13])=[O:11])C1C=CC=CC=1>CCO.[Pd]>[CH:31]1([NH:30][C:23]2[C:24]3[CH:29]=[CH:28][NH:27][C:25]=3[N:26]=[C:21]([NH:20][C:17]3[CH:16]=[CH:15][C:14]([N:12]([CH3:13])[C:10](=[O:11])[CH2:9][OH:8])=[CH:19][CH:18]=3)[N:22]=2)[CH2:32][CH2:33]1. Procedure: To a solution of 2-benzyloxy N-(4-(4-(cyclopropylamino)-7H-pyrrolo[2,3-d]pyrimidin-2-ylamino)phenyl)-N-methylacetamide (0.015 g, 0.034 mmol) in EtOH (0.4 mL) was added Pd/C (10 mg), and was charged with H2 (1 atm). After stirring for 15 h at room temperature, it was purified by preparative HPLC to give N-(4-(4-(cyclopropylamino)-7H-pyrrolo[2,3-d]pyrimidin-2-ylamino)phenyl)-2-hydroxy-N-methylacetamide (MS calcd for C18H20N6O2352.2. found [MH] 352.8; UV 206.3, 228.7, 297.3 nm). Starting materials: C(C)(C)(C)[Li] (tert-butyllithium), C(C)(C)OB(OC(C)C)OC(C)C (triisopropoxyborane). Solvent: C(C)OCC (ethyl ether). Run at temperature -78 celsius. The product is C(C)(C)(C)B(OC(C)C)OC(C)C (tert-butyldiisopropoxyborane). Reaction SMILES: [C:1]([Li])([CH3:4])([CH3:3])[CH3:2].[CH:6]([O:9][B:10](OC(C)C)[O:11][CH:12]([CH3:14])[CH3:13])([CH3:8])[CH3:7]>C(OCC)C>[C:1]([B:10]([O:11][CH:12]([CH3:14])[CH3:13])[O:9][CH:6]([CH3:8])[CH3:7])([CH3:4])([CH3:3])[CH3:2]. Procedure: The reaction was conducted as described in Example 1 with tert-butyllithium (30.9 mL, 51 mmol) which was added to triisopropoxyborane (9.59 g, 51 mmol) in 51 mL ethyl ether cooled to -100° C. instead of -78° C. Solvents were removed at 0° C. and 15 mm Hg. The oil bath was maintained at 50° C. to furnish tert-butyldiisopropoxyborane: 8.44 g (45.3 mmol, 89%), bp 136-138 (754 mm Hg); proton NMR (neat) δ4.50 (septet, J=18 Hz, 2H), 1.12 (d, J=18 Hz, 12H), 0.95 (s, 9H); boron NMR (neat) δ+29.5 ppm (s)... Starting materials: O (water), ClC1=C(C(=O)Cl)C=CC=C1 (2-Chloro-benzoyl chloride), N[C@@H]1C[C@@H]2N(C(N(C2)C2=CC=C(C=C2)OC(F)(F)F)=O)C1 ((6R,7aS)-6-Amino-2-(4-trifluoromethoxy-phenyl)-hexahydro-pyrrolo[1,2-c]imidazol-3-one), CCN(C(C)C)C(C)C (DIPEA). Run in ClCCl (dichloromethane). Run at time 4 hour. The product is ClC1=C(C(=O)N[C@@H]2C[C@@H]3N(C(N(C3)C3=CC=C(C=C3)OC(F)(F)F)=O)C2)C=CC=C1 (2-Chloro-N-[(6R,7aS)-3-oxo-2-(4-trifluoromethoxy-phenyl)-hexahydro-pyrrolo[1,2-c]imidazol-6-yl]-benzamide). Yield: 84.0%. As a reaction SMILES: [Cl:1][C:2]1[CH:10]=[CH:9][CH:8]=[CH:7][C:3]=1[C:4](Cl)=[O:5].[NH2:11][C@H:12]1[CH2:31][N:15]2[C:16](=[O:30])[N:17]([C:19]3[CH:24]=[CH:23][C:22]([O:25][C:26]([F:29])([F:28])[F:27])=[CH:21][CH:20]=3)[CH2:18][C@@H:14]2[CH2:13]1.CCN(C(C)C)C(C)C.O>ClCCl>[Cl:1][C:2]1[CH:10]=[CH:9][CH:8]=[CH:7][C:3]=1[C:4]([NH:11][C@H:12]1[CH2:31][N:15]2[C:16](=[O:30])[N:17]([C:19]3[CH:24]=[CH:23][C:22]([O:25][C:26]([F:29])([F:27])[F:28])=[CH:21][CH:20]=3)[CH2:18][C@@H:14]2[CH2:13]1)=[O:5]. Procedure details: 2-Chloro-benzoyl chloride (40.5 mg, 0.23 mmol) was dropped into a solution of (6R,7aS)-6-Amino-2-(4-trifluoromethoxy-phenyl)-hexahydro-pyrrolo[1,2-c]imidazol-3-one (70 mg, 0.23 mmol) and DIPEA (23 mg, 0.23 mmol) in anhydrous dichloromethane (3 mL), the mixture was stirred at room temperature for 4 hours. Then the mixture was poured into water (10 mL) extracted with ethyl acetate (3×10 mL), the organic layers was combined, washed with brine (20 mL), dried over anhydrous sodium sulfate, filtered a... Reactants: BrBr (bromine), ClC(C(=O)C=1NC=CC1)(Cl)Cl (2-trichloroacetyl pyrrole), O (water). The solvent is C(Cl)(Cl)Cl (chloroform). Run at time 30 minute. The product is BrC=1C=C(NC1)C(C(Cl)(Cl)Cl)=O (1-(4-bromo-1H-pyrrol-2-yl)-2,2,2-trichloro-ethanone). The yield is 93.8%. Reaction SMILES: [Cl:1][C:2]([Cl:11])([Cl:10])[C:3]([C:5]1[NH:6][CH:7]=[CH:8][CH:9]=1)=[O:4].[Br:12]Br.O>C(Cl)(Cl)Cl>[Br:12][C:8]1[CH:9]=[C:5]([C:3](=[O:4])[C:2]([Cl:1])([Cl:10])[Cl:11])[NH:6][CH:7]=1. Procedure: 2-trichloroacetyl pyrrole 6 (5.00 g, 23.3 mmol) was dissolved in anhydrous chloroform (20 mL). The solution was cooled to −10° C. before the drop-wise addition of bromine (1.20 mL, 23.3 mmol) to the flask. Once addition was complete the reaction was allowed to warm to room temperature on its own accord while stirring for an additional 30 minutes. The reaction was poured into water (40 mL) and extracted with chloroform (3×20 mL). The combined organic layers were washed with sat. NaHCO3 (2×30 mL),... The reactants are O1[C@H](COC=2C1=C1C=CNC1=CC2)CO ((S)-2,3-dihydro-7H-1,4-dioxino[2,3-e]indol-2-ylmethanol), C1(=CC=C(C=C1)S(=O)(=O)Cl)C (4-toluenesulphonyl chloride). Procedure details: A solution of (S)-2,3-dihydro-7H-1,4-dioxino[2,3-e]indol-2-ylmethanol (0.75 g; prepared by the method described above) in dichloromethane (50 ml) was stirred with cooling in an ice bath. 4-(Dimethylamino)pyridine (0.59 g) and 4-toluenesulphonyl chloride (0.84 g) were then added and the solution stirred at ambient temperature overnight. The mixture was diluted with dichloromethane (200 ml), washed successively with water (50 ml), saturated aqueous copper(II) sulphate solution (2×50 ml) and water ... Solvent: ClCCl (dichloromethane), ClCCl (dichloromethane). Reagents/catalysts: CN(C1=CC=NC=C1)C (4-(Dimethylamino)pyridine). Yields the product C1(=CC=C(C=C1)S(=O)(=O)OC[C@@H]1COC=2C(=C3C=CNC3=CC2)O1)C ((S)-2,3-dihydro-7H-1,4-dioxino[2,3-e]indol-2-ylmethyl 4-toluenesulphonate). RXN SMILES: [O:1]1[C:6]2=[C:7]3[C:11](=[CH:12][CH:13]=[C:5]2[O:4][CH2:3][C@@H:2]1[CH2:14][OH:15])[NH:10][CH:9]=[CH:8]3.[C:16]1([CH3:26])[CH:21]=[CH:20][C:19]([S:22](Cl)(=[O:24])=[O:23])=[CH:18][CH:17]=1>ClCCl.CN(C)C1C=CN=CC=1>[C:16]1([CH3:26])[CH:21]=[CH:20][C:19]([S:22]([O:15][CH2:14][C@H:2]2[O:1][C:6]3=[C:7]4[C:11](=[CH:12][CH:13]=[C:5]3[O:4][CH2:3]2)[NH:10][CH:9]=[CH:8]4)(=[O:24])=[O:23])=[CH:18][CH:17]=1. The reactants are 2(c), CCN(C(C)C)C(C)C (DiPEA), C1(=CC=CC=C1)C(C(=O)Cl)C1=CC=CC=C1 (diphenylacetyl chloride), Cl.C(=O)(OC(C)(C)C)N[C@H](CCCNC(=O)OCC1=CC=CC=C1)C(=O)N[C@H](C)C1=CC=CC=C1 ((R)-N2 -(Boc)-N5 -(Cbz)-(R)-N-(1-phenylethyl)ornithine amide hydrochloride), Cl.CCOC(=O)C (HCl EtOAc). Run in N1=CC=CC=C1 (pyridine), CCOC(=O)C (EtOAc), C(Cl)Cl (CH2Cl2), C(Cl)Cl (CH2Cl2). Yields the product C(=O)(OCC1=CC=CC=C1)NCCC[C@@H](NC(C(C1=CC=CC=C1)C1=CC=CC=C1)=O)C(=O)N[C@H](C)C1=CC=CC=C1 ((R)-N5 -(Cbz)-N2 -(Diphenylacetyl)-(R)-N-(1-phenylethyl)ornithine amide). The yield is 23.2%. Reaction SMILES: Cl.C([NH:9][C@@H:10]([C:25]([NH:27][C@@H:28]([C:30]1[CH:35]=[CH:34][CH:33]=[CH:32][CH:31]=1)[CH3:29])=[O:26])[CH2:11][CH2:12][CH2:13][NH:14][C:15]([O:17][CH2:18][C:19]1[CH:24]=[CH:23][CH:22]=[CH:21][CH:20]=1)=[O:16])(OC(C)(C)C)=O.Cl.CCOC(C)=O.[C:43]1([CH:49]([C:53]2[CH:58]=[CH:57][CH:56]=[CH:55][CH:54]=2)[C:50](Cl)=[O:51])[CH:48]=[CH:47][CH:46]=[CH:45][CH:44]=1.CCN(C(C)C)C(C)C>C(Cl)Cl.N1C=CC=CC=1.CCOC(C)=O>[C:15]([NH:14][CH2:13][CH2:12][CH2:11][C@H:10]([C:25]([NH:27][C@@H:28]([C:30]1[CH:31]=[CH:32][CH:33]=[CH:34][CH:35]=1)[CH3:29])=[O:26])[NH:9][C:50](=[O:51])[CH:49]([C:53]1[CH:58]=[CH:57][CH:56]=[CH:55][CH:54]=1)[C:43]1[CH:48]=[CH:47][CH:46]=[CH:45][CH:44]=1)([O:17][CH2:18][C:19]1[CH:20]=[CH:21][CH:22]=[CH:23][CH:24]=1)=[O:16] |f:0.1,2.3|. Procedure: Prepared according to the method described in Examples 2(b) and 2(c) above from (R)-N2 -(Boc)-N5 -(Cbz)-(R)-N-(1-phenylethyl)ornithine amide hydrochloride (5.9 g; 13 mmol; from step (a) above) EtOAc (30 mL) then HCl/EtOAc (100 mL), 3.5 hours reaction time for the deprotection, then CH2Cl2 (100 mL), diphenylacetyl chloride (2.9 g; 13 mmol) followed by pyridine (3.0 mL; 37 mmol; instead of DiPEA) over 1 min, overnight reaction time, diluted with CH2Cl2 (100 mL) for the work up procedure. The organ... Starting materials: ClC1=CC=C(C=C1)C1=C(C=CC=C1)[N+](=O)[O-] (4′-Chloro-2-nitrobiphenyl), P(OCC)(OCC)OCC (triethyl phosphite). Run at temperature 150 celsius. Yields the product ClC1=CC=2NC3=CC=CC=C3C2C=C1 (2-Chlorocarbazole). Isolated yield 69.2%. As a reaction SMILES: [Cl:1][C:2]1[CH:7]=[CH:6][C:5]([C:8]2[CH:13]=[CH:12][CH:11]=[CH:10][C:9]=2[N+:14]([O-])=O)=[CH:4][CH:3]=1.P(OCC)(OCC)OCC>>[Cl:1][C:2]1[CH:7]=[CH:6][C:5]2[C:8]3[C:9](=[CH:10][CH:11]=[CH:12][CH:13]=3)[NH:14][C:4]=2[CH:3]=1. Procedure: A mixture of 4′-Chloro-2-nitrobiphenyl (640 mg) and triethyl phosphite (1.9 ml) was heated at 150° C. for 3 hrs. The mixture was then allowed to cool and purified by flash chromatography (5–10% ethyl acetate/hexane) to afford the sub-title compound as a white solid (382 mg): 1H NMR (400 MHz, d6-DMSO) δ 7.12–7.23 (2H, m), 2.40 (1H, m), 7.46–7.54 (2H, m), 8.12 (2H, d).